Dataset: the Open Reaction Database (ORD), a public repository of structured organic reaction records. Task: describe an organic reaction: reactants, conditions, products, and yield Reactants: ClC1=CC=C(C=C1)S(=O)(=O)N=C=O (4-chlorobenzenesulfonylisocyanate), NC1=C(C(=O)O)C=CC=C1C (2-amino-3-methylbenzoic acid). The product is ClC1=CC=C(C=C1)S(=O)(=O)N1C(NC2=C(C=CC=C2C1=O)C)=O (3-(4-chlorobenzenesulfonyl)-8-methyl-2,4(1H,3H)-quinazolinedione). Yield: 97.9%. As a reaction SMILES: [Cl:1][C:2]1[CH:7]=[CH:6][C:5]([S:8]([N:11]=[C:12]=[O:13])(=[O:10])=[O:9])=[CH:4][CH:3]=1.[NH2:14][C:15]1[C:23]([CH3:24])=[CH:22][CH:21]=[CH:20][C:16]=1[C:17](O)=[O:18]>>[Cl:1][C:2]1[CH:3]=[CH:4][C:5]([S:8]([N:11]2[C:17](=[O:18])[C:16]3[C:15](=[C:23]([CH3:24])[CH:22]=[CH:21][CH:20]=3)[NH:14][C:12]2=[O:13])(=[O:9])=[O:10])=[CH:6][CH:7]=1. Reported procedure: 2.00 g (9.19 mmol) of 4-chlorobenzenesulfonylisocyanate and 1.26 g (8.33 mmol) of 2-amino-3-methylbenzoic acid were treated in the same way as in Example 1 to obtain 2.86 g of the above-identified compound (yield 98.0%). Properties: colorless crystal, Melting point: 221°-225° C., PMR (δppm, DMSO-d6): 2.32 (3H,s), 7.12 (1H,t), 7.51 (1H,d), 7.72 (1H,d), 7.76 (2H,d), 8.19 (2H,d), 11.10 (1H,br). The reactants are CCOC1OC(=O)CC1NC(=O)CN1CC(CNCc2ccccc2)=CCC(NC(=O)c2nccc3ccccc23)C1=O, CC#N, O=C(O)C(F)(F)F, O. As a reaction SMILES: [CH2:1]([c:2]1[cH:3][cH:4][cH:5][cH:6][cH:7]1)[NH:8][CH2:9][C:10]1=[CH:11][CH2:12][CH:13]([NH:31][C:32](=[O:33])[c:34]2[n:35][cH:36][cH:37][c:38]3[cH:39][cH:40][cH:41][cH:42][c:43]23)[C:14](=[O:30])[N:15]([CH2:17][C:18]([NH:19][CH:20]2[CH:21]([O:26][CH2:27][CH3:28])[O:22][C:23](=[O:25])[CH2:24]2)=[O:29])[CH2:16]1.[CH3:51][C:52]#[N:53].[F:44][C:45]([F:46])([F:47])[C:48]([OH:49])=[O:50].[OH2:54]>>[CH2:1]([c:2]1[cH:3][cH:4][cH:5][cH:6][cH:7]1)[NH:8][CH2:9][C:10]1=[CH:11][CH2:12][CH:13]([NH:31][C:32](=[O:33])[c:34]2[n:35][cH:36][cH:37][c:38]3[cH:39][cH:40][cH:41][cH:42][c:43]23)[C:14](=[O:30])[N:15]([CH2:17][C:18]([NH:19][CH:20]2[CH:21]([OH:26])[O:22][C:23](=[O:25])[CH2:24]2)=[O:29])[CH2:16]1. Product: O=C(CN1CC(CNCc2ccccc2)=CCC(NC(=O)c2nccc3ccccc23)C1=O)NC1CC(=O)OC1O. Starting materials: COC(=O)c1c(Br)ccc2nn(C)cc12, O=C([O-])[O-], C=CC(=O)OC, CC(=O)[O-], CC(=O)[O-], CN(C)C=O, [K+], [K+], O, [Pd+2], c1ccc(P(c2ccccc2)c2ccccc2)cc1. The product is COC(=O)C=Cc1ccc2nn(C)cc2c1C(=O)OC. As a reaction SMILES: [Br:1][c:2]1[c:3]([C:12](=[O:13])[O:14][CH3:15])[c:4]2[cH:5][n:6]([CH3:11])[n:7][c:8]2[cH:9][cH:10]1.[C:35](=[O:36])([O-:37])[O-:38].[C:41]([CH:42]=[CH2:43])(=[O:44])[O:45][CH3:46].[C:53]([O-:54])(=[O:55])[CH3:56].[C:58]([O-:59])(=[O:60])[CH3:61].[CH3:47][N:48]([CH3:49])[CH:50]=[O:51].[K+:39].[K+:40].[OH2:52].[Pd+2:57].[c:16]1([P:17]([c:18]2[cH:19][cH:20][cH:21][cH:22][cH:23]2)[c:24]2[cH:25][cH:26][cH:27][cH:28][cH:29]2)[cH:30][cH:31][cH:32][cH:33][cH:34]1>>[c:2]1([CH:43]=[CH:42][C:41](=[O:44])[O:45][CH3:46])[c:3]([C:12](=[O:13])[O:14][CH3:15])[c:4]2[cH:5][n:6]([CH3:11])[n:7][c:8]2[cH:9][cH:10]1. Reactants: BrBr (bromine), [N+](=O)([O-])C1=C(C=CC(=C1)C(F)(F)F)O (2-nitro-4-trifluoromethyl-phenol), FeCl3. Run in CC(=O)O (AcOH), CC(=O)O (AcOH). Reaction conditions: temperature 40 celsius, time 65 hour. The product is BrC1=C(C(=CC(=C1)C(F)(F)F)[N+](=O)[O-])O (2-Bromo-4-trifluoromethyl-6-nitro-phenol). As a reaction SMILES: [Br:1]Br.[N+:3]([C:6]1[CH:11]=[C:10]([C:12]([F:15])([F:14])[F:13])[CH:9]=[CH:8][C:7]=1[OH:16])([O-:5])=[O:4]>CC(O)=O>[Br:1][C:8]1[CH:9]=[C:10]([C:12]([F:13])([F:14])[F:15])[CH:11]=[C:6]([N+:3]([O-:5])=[O:4])[C:7]=1[OH:16]. Reported procedure: 4.0 g of bromine in 7.3 mL of AcOH was added dropwise to a solution of 4.0 g of 2-nitro-4-trifluoromethyl-phenol and 300 mg FeCl3 in 23.1 mL of AcOH at 0° C. Reaction was then heated at 40° C. for 1.5 h. and then allowed to stir for 65 h at rt. Solvent was then removed, placed solid back into EtOAc, filtered through celite and concentrated in vacuo. 5 g of title compound was collected. Starting materials: BrC=1C=CC=C2C(=C(NC12)C(=O)OCC)CCCI (ethyl 7-bromo-3-(3-iodopropyl)-1H-indole-2-carboxylate), C1(=CC=CC=C1)P(C1=CC=CC=C1)C1=CC=CC=C1 (triphenylphosphine). Run in CC#N (CH3CN). Product: [I-].BrC=1C=CC=C2C(=C(NC12)C(=O)OCC)CCC[P+](C1=CC=CC=C1)(C1=CC=CC=C1)C1=CC=CC=C1 ((3-(7-bromo-2-(ethoxycarbonyl)-1H-indol-3-yl)propyl)triphenylphosphonium iodide). Reaction SMILES: [Br:1][C:2]1[CH:3]=[CH:4][CH:5]=[C:6]2[C:10]=1[NH:9][C:8]([C:11]([O:13][CH2:14][CH3:15])=[O:12])=[C:7]2[CH2:16][CH2:17][CH2:18][I:19].[C:20]1([P:26]([C:33]2[CH:38]=[CH:37][CH:36]=[CH:35][CH:34]=2)[C:27]2[CH:32]=[CH:31][CH:30]=[CH:29][CH:28]=2)[CH:25]=[CH:24][CH:23]=[CH:22][CH:21]=1>CC#N>[I-:19].[Br:1][C:2]1[CH:3]=[CH:4][CH:5]=[C:6]2[C:10]=1[NH:9][C:8]([C:11]([O:13][CH2:14][CH3:15])=[O:12])=[C:7]2[CH2:16][CH2:17][CH2:18][P+:26]([C:27]1[CH:28]=[CH:29][CH:30]=[CH:31][CH:32]=1)([C:33]1[CH:38]=[CH:37][CH:36]=[CH:35][CH:34]=1)[C:20]1[CH:21]=[CH:22][CH:23]=[CH:24][CH:25]=1 |f:3.4|. Procedure details: To a mixture of EXAMPLE 111A (0.136 g) in CH3CN (5 mL) was added triphenylphosphine (157 mg). The mixture was refluxed for 48 hours, cooled to room temperature, washed with hexanes and concentrated. The reactants are NC1=NN2C(C(=N1)N(CC1=CC=C(C=C1)OC)CC)=NC=C2C#N (2-amino-4-(ethyl(4-methoxybenzyl)amino)imidazo[2,1-f][1,2,4]triazine-7-carbonitrile), BrC=1C(=C(C=C(C1)C#N)N[C@H]1[C@@H](CN(CC1)C(=O)OC)O)Cl ((3R,4R)-methyl 4-((3-bromo-2-chloro-5-cyanophenyl)amino)-3-hydroxypiperidine-1-carboxylate), CC1(C2=C(C(=CC=C2)P(C3=CC=CC=C3)C4=CC=CC=C4)OC5=C(C=CC=C51)P(C6=CC=CC=C6)C7=CC=CC=C7)C (XANTPHOS), C(=O)([O-])[O-].[Cs+].[Cs+] (Cs2CO3). The reagents and catalysts are CC(=O)[O-].CC(=O)[O-].[Pd+2] (Pd(OAc)2). Reaction conditions: temperature 70 celsius, time 2 hour. The product is ClC1=C(C=C(C=C1NC1=NN2C(C(=N1)N(CC1=CC=C(C=C1)OC)CC)=NC=C2C#N)C#N)N[C@H]2[C@@H](CN(CC2)C(=O)OC)O ((3R,4R)-methyl 4-((2-chloro-5-cyano-3-((7-cyano-4-(ethyl(4-methoxybenzyl)amino)imidazo[2,1-f][1,2,4]triazin-2-yl)amino)phenyl)amino)-3-hydroxypiperidine-1-carboxylate). The yield is 99.9%. As a reaction SMILES: [NH2:1][C:2]1[N:7]=[C:6]([N:8]([CH2:18][CH3:19])[CH2:9][C:10]2[CH:15]=[CH:14][C:13]([O:16][CH3:17])=[CH:12][CH:11]=2)[C:5]2=[N:20][CH:21]=[C:22]([C:23]#[N:24])[N:4]2[N:3]=1.Br[C:26]1[C:27]([Cl:46])=[C:28]([NH:34][C@@H:35]2[CH2:40][CH2:39][N:38]([C:41]([O:43][CH3:44])=[O:42])[CH2:37][C@H:36]2[OH:45])[CH:29]=[C:30]([C:32]#[N:33])[CH:31]=1.CC1(C)C2C(=C(P(C3C=CC=CC=3)C3C=CC=CC=3)C=CC=2)OC2C(P(C3C=CC=CC=3)C3C=CC=CC=3)=CC=CC1=2.C([O-])([O-])=O.[Cs+].[Cs+]>CC([O-])=O.CC([O-])=O.[Pd+2]>[Cl:46][C:27]1[C:26]([NH:1][C:2]2[N:7]=[C:6]([N:8]([CH2:18][CH3:19])[CH2:9][C:10]3[CH:11]=[CH:12][C:13]([O:16][CH3:17])=[CH:14][CH:15]=3)[C:5]3=[N:20][CH:21]=[C:22]([C:23]#[N:24])[N:4]3[N:3]=2)=[CH:31][C:30]([C:32]#[N:33])=[CH:29][C:28]=1[NH:34][C@@H:35]1[CH2:40][CH2:39][N:38]([C:41]([O:43][CH3:44])=[O:42])[CH2:37][C@H:36]1[OH:45] |f:3.4.5,6.7.8|. Reported procedure: A oven-dried 10 ml microwave flask was loaded with 2-amino-4-(ethyl(4-methoxybenzyl)amino)imidazo[2,1-f][1,2,4]triazine-7-carbonitrile (16 mg, 0.049 mmol), (3R,4R)-methyl 4-((3-bromo-2-chloro-5-cyanophenyl)amino)-3-hydroxypiperidine-1-carboxylate (19 mg, 0.049 mmol), Pd(OAc)2 (3 mg, 0.013 mmol), XANTPHOS (8 mg, 0.014 mmol) and Cs2CO3 (50 mg, 0.153 mmol). The flask was evacuated and back-filled with nitrogen 4 times. 1,4-Dioxane (0.5 mL) was added and the flask was again evacuated and back-filled... Starting materials: N1CCC2=CC=CC=C12 (dihydroindole), C1COS(=O)(=O)C1 (1,3-propane sultone). Run in reagent, C(C)#N (acetonitrile). Reported procedure: A mixture of dihydroindole (4.76 g, 40 mmole) and 1,3-propane sultone (4.88 g, 40 mmole) in 50 ml reagent grade acetonitrile was heated under a nitrogen atmosphere and refluxed overnight. After cooling to room temperature, then to ice bath temperature, the resulting white solid was filtered and washed with cold acetonitrile. The yield was 8.1 g (84%), and the product had a melting point of greater then 200° C. Nuclear magnetic resonance (NMR) and elemental analysis showed the product to be consi... As a reaction SMILES: [NH:1]1[C:9]2[C:4](=[CH:5][CH:6]=[CH:7][CH:8]=2)[CH2:3][CH2:2]1.[CH2:10]1[CH2:16][S:13](=[O:15])(=[O:14])[O:12][CH2:11]1>C(#N)C>[N:1]1([CH2:11][CH2:10][CH2:16][S:13]([OH:15])(=[O:14])=[O:12])[C:9]2[C:4](=[CH:5][CH:6]=[CH:7][CH:8]=2)[CH2:3][CH2:2]1. Yields the product N1(CCC2=CC=CC=C12)CCCS(=O)(=O)O (3-(N-2,3-dihydroindolyl)propane sulfonic acid). Reactants: CCOC(=O)C (EtOAc), ClC1=CC(=C(C=N1)N(C(C1=CC(=CC(=C1)C(F)(F)F)C(F)(F)F)=O)C)C1=C(C=CC=C1)C (N-(6-chloro-4-o-tolylpyridin-3-yl)-N-methyl-3,5-bis(trifluoromethyl)benzamide), tetrakis-triphenylphosphine palladium(0), CN(C)C=O (DMF). Reagents/catalysts: [C-]#N.[Zn+2].[C-]#N (zinc cyanide). Run in O (water), CCCCCC (n-hexane). The product is C(#N)C1=CC(=C(C=N1)N(C(C1=CC(=CC(=C1)C(F)(F)F)C(F)(F)F)=O)C)C1=C(C=CC=C1)C (N-(6-Cyano-4-o-tolyl-pyridin-3-yl)-N-methyl-3,5-bis-trifluoromethyl-benzamide), oil. The yield is 8.0%. Reaction SMILES: Cl[C:2]1[N:7]=[CH:6][C:5]([N:8]([CH3:25])[C:9](=[O:24])[C:10]2[CH:15]=[C:14]([C:16]([F:19])([F:18])[F:17])[CH:13]=[C:12]([C:20]([F:23])([F:22])[F:21])[CH:11]=2)=[C:4]([C:26]2[CH:31]=[CH:30][CH:29]=[CH:28][C:27]=2[CH3:32])[CH:3]=1.CCOC(C)=O.[CH3:39][N:40](C=O)C>O.CCCCCC.[C-]#N.[Zn+2].[C-]#N>[C:39]([C:2]1[N:7]=[CH:6][C:5]([N:8]([CH3:25])[C:9](=[O:24])[C:10]2[CH:15]=[C:14]([C:16]([F:19])([F:17])[F:18])[CH:13]=[C:12]([C:20]([F:23])([F:22])[F:21])[CH:11]=2)=[C:4]([C:26]2[CH:31]=[CH:30][CH:29]=[CH:28][C:27]=2[CH3:32])[CH:3]=1)#[N:40] |f:5.6.7|. Procedure details: A stirring solution of N-(6-chloro-4-o-tolylpyridin-3-yl)-N-methyl-3,5-bis(trifluoromethyl)benzamide (100 mg, 0.21 mmol, example 12), tetrakis-triphenylphosphine palladium(0) (24 mg, 0.020 mmol, CAS RN 14221-01-3) and zinc cyanide (31 mg, 0.26 mmol, CAS RN 557-21-1) in DMF (1.5 mL) was heated to 100° C. for 30 min, 120° C. for 30 min and 150° C. for 30 min by microwave irradiation. After cooling, the reaction mixture was diluted with water and extracted three times with EtOAc. The combined organ... The reactants are C(C)OC(CC(C1=CC=CC=C1)N1C=NC2=C1C=CC(=C2)C(=O)O)=O (1-(3-ethoxy-3-oxo-1-phenylpropyl)-1H-benzimidazole-5-carboxylic acid), solution, C(C)#N (acetonitrile). Run in Cl (hydrochloric acid). Conditions: time 72 hour. Product: C(=O)(O)CC(C1=CC=CC=C1)N1C=NC2=C1C=CC(=C2)C(=O)O (1-(2-Carboxy-1-phenylethyl)-1H-benzimidazole-5-carboxylic acid), Phase I. Reaction SMILES: C([O:3][C:4](=[O:25])[CH2:5][CH:6]([N:13]1[C:17]2[CH:18]=[CH:19][C:20]([C:22]([OH:24])=[O:23])=[CH:21][C:16]=2[N:15]=[CH:14]1)[C:7]1[CH:12]=[CH:11][CH:10]=[CH:9][CH:8]=1)C.C(#N)C>Cl>[C:4]([CH2:5][CH:6]([N:13]1[C:17]2[CH:18]=[CH:19][C:20]([C:22]([OH:24])=[O:23])=[CH:21][C:16]=2[N:15]=[CH:14]1)[C:7]1[CH:8]=[CH:9][CH:10]=[CH:11][CH:12]=1)([OH:25])=[O:3]. Procedure: A solution of 1-(3-ethoxy-3-oxo-1-phenylpropyl)-1H-benzimidazole-5-carboxylic acid (40 mg, 118 μmol) in a mixture of hydrochloric acid (10 mL of a 5N solution) and acetonitrile (6 mL) was stirred at room temperature for 72 hours. The solution was evaporated in vacuo to afford the title compound, [LCMS (Method A, Mobile Phase I) RT=5.26 min, MH+ 311].